Dataset: the Open Reaction Database (ORD), a public repository of structured organic reaction records. Task: describe an organic reaction: reactants, conditions, products, and yield Reactants: CCOC(=O)c1cn(CC)c2nc3cc(F)c(F)cc3cc2c1=O, CC(=O)O, Cl. Product: CCn1cc(C(=O)O)c(=O)c2cc3cc(F)c(F)cc3nc21. Reaction SMILES: [CH2:1]([CH3:2])[O:3][C:4](=[O:5])[c:6]1[c:7](=[O:24])[c:8]2[cH:9][c:10]3[c:11]([n:12][c:13]2[n:14]([CH2:16][CH3:17])[cH:15]1)[cH:18][c:19]([F:23])[c:20]([F:22])[cH:21]3.[CH3:26][C:27](=[O:28])[OH:29].[ClH:25]>>[O:3]=[C:4]([OH:5])[c:6]1[c:7](=[O:24])[c:8]2[cH:9][c:10]3[c:11]([n:12][c:13]2[n:14]([CH2:16][CH3:17])[cH:15]1)[cH:18][c:19]([F:23])[c:20]([F:22])[cH:21]3. The reactants are NC1=C(C(=O)O)C=CC(=C1)Cl (2-amino-4-chlorobenzoic acid), Cl (hydrogen chloride), C([O-])([O-])=O.[Na+].[Na+] (sodium carbonate). Run in O (water), CO (methanol). The product is NC1=C(C(=O)OC)C=C(C=C1)Cl (methyl 2-amino-5-chlorobenzoate). Isolated yield 57.3%. Reaction SMILES: [ClH:1].[NH2:2][C:3]1[CH:11]=[C:10](Cl)[CH:9]=[CH:8][C:4]=1[C:5]([OH:7])=[O:6].[C:13](=O)([O-])[O-].[Na+].[Na+]>CO.O>[NH2:2][C:3]1[CH:11]=[CH:10][C:9]([Cl:1])=[CH:8][C:4]=1[C:5]([O:7][CH3:13])=[O:6] |f:2.3.4|. Procedure: A solution of hydrogen chloride (27.1 g) in methanol (192.2 g) is stirred at room temperature and 2-amino-4-chlorobenzoic acid (25 g) is added. The mixture is heated under reflux for 10 hours, then cooled and neutralised with a solution of sodium carbonate (20 g) in water (200 ml). The solid is filtered off, washed with water, and dried in vacuo at 65° C. to give methyl 2-amino-5-chlorobenzoate (15.5 g). The reactants are COC(=O)c1ccc2c(c1)CCC1(CCN(Cc3ccc(OC)cc3)C1=O)C2, CC#N, [NH4+], O=[N+]([O-])[O-], O. RXN SMILES: [CH3:1][O:2][c:3]1[cH:4][cH:5][c:6]([CH2:7][N:8]2[C:9](=[O:26])[C:10]3([CH2:11][c:12]4[cH:13][cH:14][c:15]([C:20](=[O:21])[O:22][CH3:23])[cH:16][c:17]4[CH2:18][CH2:19]3)[CH2:24][CH2:25]2)[cH:27][cH:28]1.[CH3:34][C:35]#[N:36].[NH4+:29].[O-:30][N+:31](=[O:32])[O-:33].[OH2:37]>>[NH:8]1[C:9](=[O:26])[C:10]2([CH2:11][c:12]3[cH:13][cH:14][c:15]([C:20](=[O:21])[O:22][CH3:23])[cH:16][c:17]3[CH2:18][CH2:19]2)[CH2:24][CH2:25]1. The product is COC(=O)c1ccc2c(c1)CCC1(CCNC1=O)C2. The reactants are CC#N (CH3CN), NC1=CC=C(C(=O)OCC)C=C1 (Ethyl 4-aminobenzoate), C1(=CC=CC=C1)C1C(=O)OC(C1)=O (phenyl succinic anhydride). Solvent: CC(C)O (2-propanol). The product is COC(=O)C1=CC=C(C=C1)NC(C(CC(=O)O)C1=CC=CC=C1)=O (4-{[4-(methoxycarbonyl)-phenyl]amino}-4-oxo-3-phenylbutanoic acid), solid. The yield is 52.4%. Reaction SMILES: [NH2:1][C:2]1[CH:12]=[CH:11][C:5]([C:6]([O:8][CH2:9]C)=[O:7])=[CH:4][CH:3]=1.[C:13]1([CH:19]2[CH2:24][C:23](=[O:25])[O:22][C:20]2=[O:21])[CH:18]=[CH:17][CH:16]=[CH:15][CH:14]=1.CC#N>CC(O)C>[CH3:9][O:8][C:6]([C:5]1[CH:11]=[CH:12][C:2]([NH:1][C:20](=[O:21])[CH:19]([C:13]2[CH:18]=[CH:17][CH:16]=[CH:15][CH:14]=2)[CH2:24][C:23]([OH:25])=[O:22])=[CH:3][CH:4]=1)=[O:7]. Procedure: Ethyl 4-aminobenzoate (910 mg, 5.50 mmol) and phenyl succinic anhydride (1070 mg, 6.00 mmol) were dissolved in 40 mL abs. CH3CN and stirred overnight at r.t. The solid precipitate was isolated and digirated with 2-propanol, dried in vacuum, dissolved in DCM and washed with citric acid. 4-{[4-(methoxycarbonyl)-phenyl]amino}-4-oxo-3-phenylbutanoic acid was isolated as a crystalline solid (980 mg, 2.88 mmol). M.p. 212° C.; TLC (cyclohexane/EtOAc 7/3) Rf 0.17; 1H NMR (400 MHz, D6-DMSO) δ 1.39 (t, J=... Starting materials: Cl.Cl.NCC(CNC=1NC2=CC=CC=C2C(C1)=O)=C (2-(2-aminomethylallylamino)-1H-quinolin-4-one dihydrochloride), C(#N)[BH3-].[Na+] (sodium cyanoborohydride), 388, ClC=1C=C(C=O)C=CC1Cl (3,4-dichlorobenzaldehyde), C(C)(=O)[O-].[Na+] (sodium acetate). Product: ClC=1C=C(CNCC(CNC=2NC3=CC=CC=C3C(C2)=O)=C)C=CC1Cl (2-{2-[(3,4-Dichlorobenzylamino)methyl]allylamino}-1H-quinolin-4-one). Reaction SMILES: Cl.Cl.[NH2:3][CH2:4][C:5](=[CH2:19])[CH2:6][NH:7][C:8]1[NH:9][C:10]2[C:15]([C:16](=[O:18])[CH:17]=1)=[CH:14][CH:13]=[CH:12][CH:11]=2.[Cl:20][C:21]1[CH:22]=[C:23]([CH:26]=[CH:27][C:28]=1[Cl:29])[CH:24]=O.C([O-])(=O)C.[Na+].C([BH3-])#N.[Na+]>>[Cl:20][C:21]1[CH:22]=[C:23]([CH:26]=[CH:27][C:28]=1[Cl:29])[CH2:24][NH:3][CH2:4][C:5](=[CH2:19])[CH2:6][NH:7][C:8]1[NH:9][C:10]2[C:15]([C:16](=[O:18])[CH:17]=1)=[CH:14][CH:13]=[CH:12][CH:11]=2 |f:0.1.2,4.5,6.7|. Procedure: The title compound was prepared according to the method described in Example 23(b) from 2-(2-aminomethylallylamino)-1H-quinolin-4-one dihydrochloride (85 mg, 0.28 mmol), 3,4-dichlorobenzaldehyde (50 mg, 0.29 mmol), sodium acetate (47 mg, 0.58 mmol) and sodium cyanoborohydride (18 mg, 0.29 mmol). The crude product was purified by silica gel chromatography eluting with dichloromethane and increasing concentrations of methanol containing 10% concentrated aqueous ammonia to yield a white solid. δH (...